From a dataset of the Open Reaction Database (ORD), a public repository of structured organic reaction records. describe an organic reaction: reactants, conditions, products, and yield The reactants are C1COCCN1, CCCP(=O)(O)O, CCN(C(C)C)C(C)C, O=C(O)c1nccnc1NS(=O)(=O)c1ccc(Cl)c(C(F)(F)F)c1, ClCCl. Product: O=C(c1nccnc1NS(=O)(=O)c1ccc(Cl)c(C(F)(F)F)c1)N1CCOCC1. As a reaction SMILES: [CH2:25]1[CH2:26][O:27][CH2:28][CH2:29][NH:30]1.[CH2:40]([P:41]([OH:42])(=[O:43])[OH:44])[CH2:45][CH3:46].[CH:31]([N:32]([CH2:33][CH3:34])[CH:35]([CH3:36])[CH3:37])([CH3:38])[CH3:39].[Cl:1][c:2]1[c:3]([C:21]([F:22])([F:23])[F:24])[cH:4][c:5]([S:8](=[O:9])(=[O:10])[NH:11][c:12]2[c:13]([C:18](=[O:19])[OH:20])[n:14][cH:15][cH:16][n:17]2)[cH:6][cH:7]1.[Cl:47][CH2:48][Cl:49]>>[Cl:1][c:2]1[c:3]([C:21]([F:22])([F:23])[F:24])[cH:4][c:5]([S:8](=[O:9])(=[O:10])[NH:11][c:12]2[c:13]([C:18](=[O:19])[N:30]3[CH2:25][CH2:26][O:27][CH2:28][CH2:29]3)[n:14][cH:15][cH:16][n:17]2)[cH:6][cH:7]1. The reactants are [BH4-].[Na+] (NaBH4), CC(C)(C)C=1C=C(C=C(C1O)C(C)(C)C)C(=O)C1=CC=CC=C1 ([3,5-bis(1,1-dimethylethyl)-4-hydroxyphenyl]phenylmethanone), Cl (HCl). The solvent is CCO (EtOH). Conditions: time 1.5 hour. The product is CC(C)(C)C=1C=C(C=C(C1O)C(C)(C)C)C(O)C1=CC=CC=C1 (3,5-Bis(1,1-dimethylethyl)-4-hydroxy-α-phenylbenzenemethanol). As a reaction SMILES: [BH4-].[Na+].[CH3:3][C:4]([C:7]1[CH:8]=[C:9]([C:18]([C:20]2[CH:25]=[CH:24][CH:23]=[CH:22][CH:21]=2)=[O:19])[CH:10]=[C:11]([C:14]([CH3:17])([CH3:16])[CH3:15])[C:12]=1[OH:13])([CH3:6])[CH3:5].Cl>CCO>[CH3:17][C:14]([C:11]1[CH:10]=[C:9]([CH:18]([C:20]2[CH:21]=[CH:22][CH:23]=[CH:24][CH:25]=2)[OH:19])[CH:8]=[C:7]([C:4]([CH3:3])([CH3:5])[CH3:6])[C:12]=1[OH:13])([CH3:15])[CH3:16] |f:0.1|. Procedure: Over a 25-minute period NaBH4 (1.89 g, 0.05 mole) is added to a solution of 3.1 g (0.01 mole) of [3,5-bis(1,1-dimethylethyl)-4-hydroxyphenyl]phenylmethanone (C. D. Cook, JOC, 1960, p. 1429) in 50 mL absolute EtOH while maintaining the temperature at 10°-15° C. The reaction mixture is then allowed to come to room temperature for 1.5 hours. The reaction mixture is cooled to 0° and 4N HCl (12 mL) is slowly added. The white precipitate is filtered off and washed with H2. It is taken up in Et2O and w... Reactants: CC(=O)N(C(C)=O)c1nc2nc[nH]c2c(=O)[nH]1, CO, O. Product: CC(=O)Nc1nc2nc[nH]c2c(=O)[nH]1. As a reaction SMILES: [C:1]([CH3:2])(=[O:3])[N:4]([c:5]1[nH:6][c:7](=[O:14])[c:8]2[nH:9][cH:10][n:11][c:12]2[n:13]1)[C:15](=[O:16])[CH3:17].[CH3:19][OH:20].[OH2:18]>>[C:1]([CH3:2])(=[O:3])[NH:4][c:5]1[nH:6][c:7](=[O:14])[c:8]2[nH:9][cH:10][n:11][c:12]2[n:13]1.